This data is from the Open Reaction Database (ORD), a public repository of structured organic reaction records. The task is: describe an organic reaction: reactants, conditions, products, and yield Reactants: CC(=O)C(Cc1ccc(F)cc1Cl)C(=O)SC(C)(C)C, Nc1cc(O)ccc1F. The product is CC(=O)C(Cc1ccc(F)cc1Cl)C(=O)Nc1cc(O)ccc1F. Reaction SMILES: [C:10]([S:11][C:15]([CH:16]([C:17]([CH3:18])=[O:19])[CH2:20][c:21]1[c:22]([Cl:28])[cH:23][c:24]([F:27])[cH:25][cH:26]1)=[O:29])([CH3:12])([CH3:13])[CH3:14].[NH2:1][c:2]1[cH:3][c:4]([OH:9])[cH:5][cH:6][c:7]1[F:8]>>[NH:1]([c:2]1[cH:3][c:4]([OH:9])[cH:5][cH:6][c:7]1[F:8])[C:15]([CH:16]([C:17]([CH3:18])=[O:19])[CH2:20][c:21]1[c:22]([Cl:28])[cH:23][c:24]([F:27])[cH:25][cH:26]1)=[O:29]. Starting materials: CCO, CC(C)C(C)(c1ccc(C#N)cc1)c1ccc(OCc2ccccn2)cn1, NO, O. The product is CC(C)C(C)(c1ccc(C(N)=NO)cc1)c1ccc(OCc2ccccn2)cn1. RXN SMILES: [CH3:31][CH2:32][OH:33].[CH3:3][C:4]([CH:5]([CH3:6])[CH3:7])([c:8]1[n:9][cH:10][c:11]([O:14][CH2:15][c:16]2[n:17][cH:18][cH:19][cH:20][cH:21]2)[cH:12][cH:13]1)[c:22]1[cH:23][cH:24][c:25]([C:26]#[N:27])[cH:28][cH:29]1.[NH2:1][OH:2].[OH2:30]>>[N:1]([OH:2])=[C:26]([c:25]1[cH:24][cH:23][c:22]([C:4]([CH3:3])([CH:5]([CH3:6])[CH3:7])[c:8]2[n:9][cH:10][c:11]([O:14][CH2:15][c:16]3[n:17][cH:18][cH:19][cH:20][cH:21]3)[cH:12][cH:13]2)[cH:29][cH:28]1)[NH2:27].